This data is from the Open Reaction Database (ORD), a public repository of structured organic reaction records. The task is: describe an organic reaction: reactants, conditions, products, and yield The reactants are C(CO)O (1,2-ethanediol), [OH-].[Na+] (NaOH), C(C=C)Br (allyl bromide), C1(=CC=CC=C1)C (toluene). The reagents and catalysts are [Br-].C(CCC)[N+](CCCC)(CCCC)CCCC (tetra-n-butylammonium bromide). Solvent: O (water). Conditions: time 15 minute. Yields the product C(C=C)OCCOCC=C.CCOCC (1,2-diallyloxyethane ether). Yield: 99.0%. Reaction SMILES: [CH2:1]([OH:4])[CH2:2][OH:3].[CH2:5](Br)[CH:6]=[CH2:7].[C:9]1([CH3:15])[CH:14]=CC=C[CH:10]=1.[OH-].[Na+]>[Br-].C([N+](CCCC)(CCCC)CCCC)CCC.O>[CH2:5]([O:3][CH2:2][CH2:1][O:4][CH2:14][CH:9]=[CH2:10])[CH:6]=[CH2:7].[CH3:1][CH2:2][O:3][CH2:9][CH3:15] |f:3.4,5.6,8.9|. Procedure details: Into a 500 mL round bottom three neck flask equipped with an overhead stirrer, thermometer, condenser and nitrogen inlet were placed 31 g (0.50 mol) of 1,2-ethanediol, 182 g (1.5 mol) of allyl bromide, 75 mL of toluene and 60 g (1.5 mole) of NaOH. The reaction mixture was stirred at room temperature for 15 minutes. Then 9 g (0.03 mole) of tetra-n-butylammonium bromide was added and the reaction mixture slowly heated to reflux (50°-60° C.) and maintained at that temperature overnight. The reactio... Starting materials: [Br-], CCCC[P+](CCCC)(CCCC)CCCC, CC1CN(C(=O)CCl)C(C)(C)O1, O=C[O-], [Na+], [Na+], [Na+], O=C([O-])[O-], O. Product: CC1CN(C(=O)CO)C(C)(C)O1. RXN SMILES: [Br-:23].[CH2:24]([P+:25]([CH2:26][CH2:27][CH2:28][CH3:29])([CH2:30][CH2:31][CH2:32][CH3:33])[CH2:34][CH2:35][CH2:36][CH3:37])[CH2:38][CH2:39][CH3:40].[CH3:1][C:2]1([CH3:12])[O:3][CH:4]([CH3:11])[CH2:5][N:6]1[C:7]([CH2:8][Cl:9])=[O:10].[CH:13](=[O:14])[O-:15].[Na+:16].[Na+:17].[Na+:18].[O-:19][C:20](=[O:21])[O-:22].[OH2:41]>>[CH3:1][C:2]1([CH3:12])[O:3][CH:4]([CH3:11])[CH2:5][N:6]1[C:7]([CH2:8][OH:14])=[O:10]. Starting materials: CC(=O)c1ccc(B(O)O)s1, Cl, O=C(NC1CN2CCC1CC2)c1cc2cccc(Br)c2s1, [Na+], [Na+], O=C([O-])[O-], CN(C)C=O. Product: Cl, CC(=O)c1ccc(-c2cccc3cc(C(=O)NC4CN5CCC4CC5)sc23)s1. As a reaction SMILES: [C:23]([CH3:24])(=[O:25])[c:26]1[cH:27][cH:28][c:29]([B:31]([OH:32])[OH:33])[s:30]1.[ClH:1].[N:2]12[CH2:3][CH:4]([NH:10][C:11](=[O:12])[c:13]3[s:14][c:15]4[c:16]([cH:17]3)[cH:18][cH:19][cH:20][c:21]4[Br:22])[CH:5]([CH2:6][CH2:7]1)[CH2:8][CH2:9]2.[Na+:34].[Na+:35].[O-:36][C:37](=[O:38])[O-:39].[O:40]=[CH:41][N:42]([CH3:43])[CH3:44]>>[ClH:1].[N:2]12[CH2:3][CH:4]([NH:10][C:11](=[O:12])[c:13]3[s:14][c:15]4[c:16]([cH:17]3)[cH:18][cH:19][cH:20][c:21]4-[c:29]3[cH:28][cH:27][c:26]([C:23]([CH3:24])=[O:25])[s:30]3)[CH:5]([CH2:6][CH2:7]1)[CH2:8][CH2:9]2. RXN SMILES: [Cl:1][C:2]1[CH:7]=[CH:6][C:5]([NH2:8])=[C:4]([NH2:9])[CH:3]=1.[Cl:10][C:11]1[CH:16]=[CH:15][C:14]([CH2:17][C:18](O)=O)=[CH:13][CH:12]=1.O.C1(C)C=CC(S(O)(=O)=O)=CC=1.N>>[Cl:1][C:2]1[CH:7]=[CH:6][C:5]2[NH:8][C:18]([CH2:17][C:14]3[CH:15]=[CH:16][C:11]([Cl:10])=[CH:12][CH:13]=3)=[N:9][C:4]=2[CH:3]=1 |f:2.3|. Procedure details: 142.5 g (1 mol) of 4-chloro-o-phenylenediamine, 170.5 g (1 mol) of 4-chlorophenylacetic acid, and 190 g (1 mol) of p-toluene sulfonic acid monohydrate (hereinafter called PTS) were thoroughly blended and heated using a mantle heater while stirring. The temperature was raised to 200° C. in 30 minutes, then the mixture was heated at 200° to 220° C. for 3 hours until almost all steam was evaporated. The reaction mixture thus obtained was poured into aqueous ammonia and stirred to solidify. The soli... The reactants are ClC1=CC(=C(C=C1)N)N (4-chloro-o-phenylenediamine), N (ammonia), ClC1=CC=C(C=C1)CC(=O)O (4-chlorophenylacetic acid), O.C1(=CC=C(C=C1)S(=O)(=O)O)C (p-toluene sulfonic acid monohydrate). The product is ClC=1C=CC2=C(N=C(N2)CC2=CC=C(C=C2)Cl)C1 (6-chloro-2-(4-chlorophenylmethyl)benzimidazole). Reaction conditions: temperature 200 celsius. Starting materials: BrC1C2(C=CC(C(C1=O)Br)(O2)C)C (2,4-dibromo-1,5-dimethyl-8-oxabicyclo[3.2.1]oct-6-en-3-one), [Cl-].[NH4+] (ammonium chloride), ketone. The reagents and catalysts are [Zn].[Cu] (zinc copper). Reaction conditions: time 2 hour. The product is CC12CC(CC(C=C1)(O2)C)=O (1,5-Dimethyl-8-oxabicyclo[3.2.1]oct-6-en-3-one). Isolated yield 82.6%. Reaction SMILES: Br[CH:2]1[C:8](=[O:9])[CH:7](Br)[C:6]2([CH3:12])[O:11][C:3]1([CH3:13])[CH:4]=[CH:5]2.[Cl-].[NH4+]>[Zn].[Cu]>[CH3:12][C:6]12[O:11][C:3]([CH3:13])([CH:4]=[CH:5]1)[CH2:2][C:8](=[O:9])[CH2:7]2 |f:1.2,3.4|. Procedure details: To a stirred slurry of 2,4-dibromo-1,5-dimethyl-8-oxabicyclo[3.2.1]oct-6-en-3-one (18.0 g) in a saturated methanolic solution of ammonium chloride (514 ml) was added portionwise zinc/copper couple (51 g) over 30 minutes at 23° C. The suspension was stirred for an additional 2 hours and filtered. The filtrate was diluted with a saturated Na2H2 -ethylenediaminetetraacetic acid solution (400 ml). Extraction with methylene chloride (5×100 ml) and drying (MgSO4) produced, upon evaporative removal of ...